describe an organic reaction: reactants, conditions, products, and yield From a dataset of the Open Reaction Database (ORD), a public repository of structured organic reaction records. Reactants: BrC1=C2C=C(C(C2=CC=C1)[Si](C)(C)C1C(=CC2=C(C=CC=C12)Br)C)C (Bis(4-bromo-2-methyl-1H-inden-1-yl) (dimethyl)silane), C1(=C(C(=CC(=C1)C)C)[Mg]Br)C (mesitylmagnesium bromide), white solid. Reagents/catalysts: CC(C)([P](C(C)(C)C)([Pd][P](C(C)(C)C)(C(C)(C)C)C(C)(C)C)C(C)(C)C)C (Pd(PtBu3)2), [Cl-].[Cl-].[Zn+2] (ZnCl2). The solvent is C1CCOC1 (THF), C1CCOC1 (THF), C1CCOC1 (THF), C1CCOC1 (THF). Run at time 1 hour. The product is CC1=C(C(=CC(=C1)C)C)C1=C2C=C(C(C2=CC=C1)[Si](C)(C)C1C(=CC2=C(C=CC=C12)C1=C(C=C(C=C1C)C)C)C)C (bis[4-(2,4,6-trimethylphenyl)-2-methyl-1H-inden-1-yl](dimethyl)silane). As a reaction SMILES: [C:1]1([CH3:11])[CH:6]=[C:5]([CH3:7])[CH:4]=[C:3]([CH3:8])[C:2]=1[Mg]Br.Br[C:13]1[CH:21]=[CH:20][CH:19]=[C:18]2[C:14]=1[CH:15]=[C:16]([CH3:36])[CH:17]2[Si:22]([CH:25]1[C:33]2[C:28](=[C:29](Br)[CH:30]=[CH:31][CH:32]=2)[CH:27]=[C:26]1[CH3:35])([CH3:24])[CH3:23]>C1COCC1.[Cl-].[Cl-].[Zn+2].CC(C)([P](C(C)(C)C)([Pd][P](C(C)(C)C)(C(C)(C)C)C(C)(C)C)C(C)(C)C)C>[CH3:11][C:1]1[CH:6]=[C:5]([CH3:7])[CH:4]=[C:3]([CH3:8])[C:2]=1[C:13]1[CH:21]=[CH:20][CH:19]=[C:18]2[C:14]=1[CH:15]=[C:16]([CH3:36])[CH:17]2[Si:22]([CH:25]1[C:33]2[C:28](=[C:29]([C:2]3[C:3]([CH3:8])=[CH:4][C:5]([CH3:7])=[CH:6][C:1]=3[CH3:11])[CH:30]=[CH:31][CH:32]=2)[CH:27]=[C:26]1[CH3:35])([CH3:24])[CH3:23] |f:3.4.5,^1:47,53|. Reported procedure: In an argon atmosphere, to a solution of 15 mL of THF with 29.0 ml of 0.5 M ZnCl2 (14.5 mmol) in THF. 13.0 ml of 1.0 M mesitylmagnesium bromide (13.0 mmol) in THF was added at ambient temperature. This mixture was stirred for 1 hour, and, then, 10.0 ml of 0.02 M Pd(PtBu3)2 (0.20 mmol, 4 mol. %) in THF and 2.51 g (5.0 mmol) of 1 were added. The resulting mixture was stirred for 5 hours at reflux. The product was isolated by flash chromatography on Silica Gel 60 (40-63 μm, d 30 mm, l 100 mm; eluen... Reactants: C1(=CC=CC=C1)C(C1=CC=CC=C1)(C1=CC=CC=C1)NC1[C@@H]2N(C(C(S2)(C)C)C(N)=O)C1=O (6-triphenylmethylamino-2,2-dimethyl-3-carbamylpenam), N1=CC=CC=C1 (pyridine), C(=O)(Cl)Cl (Phosgene). Solvent: C(Cl)(Cl)Cl (chloroform). Reaction conditions: temperature 0 celsius, time 5 minute. The product is C1(=CC=CC=C1)C(C1=CC=CC=C1)(C1=CC=CC=C1)NC1[C@@H]2N(C(C(S2)(C)C)C#N)C1=O (6-Triphenylmethylamino-2,2-Dimethyl-3-Cyanopenam). The yield is 67.3%. Reaction SMILES: [C:1]1([C:7]([NH:20][CH:21]2[C:32](=[O:33])[N:23]3[CH:24]([C:29](=O)[NH2:30])[C:25]([CH3:28])([CH3:27])[S:26][C@H:22]23)([C:14]2[CH:19]=[CH:18][CH:17]=[CH:16][CH:15]=2)[C:8]2[CH:13]=[CH:12][CH:11]=[CH:10][CH:9]=2)[CH:6]=[CH:5][CH:4]=[CH:3][CH:2]=1.N1C=CC=CC=1.C(Cl)(Cl)=O>C(Cl)(Cl)Cl>[C:1]1([C:7]([NH:20][CH:21]2[C:32](=[O:33])[N:23]3[CH:24]([C:29]#[N:30])[C:25]([CH3:28])([CH3:27])[S:26][C@H:22]23)([C:14]2[CH:19]=[CH:18][CH:17]=[CH:16][CH:15]=2)[C:8]2[CH:9]=[CH:10][CH:11]=[CH:12][CH:13]=2)[CH:2]=[CH:3][CH:4]=[CH:5][CH:6]=1. Reported procedure: A mixture of 6-triphenylmethylamino-2,2-dimethyl-3-carbamylpenam (11.01 g., 0.024 mole), dry pyridine (4.9 g., 0.062 mole) and dry chloroform (250 ml.) is stirred for five minutes and the resulting solution cooled to 0° C. in a wet ice/acetone bath. Phosgene (8.8 ml. of 3.41 molar solution in chloroform) is added by means of a syringe. The reaction mixture is stirred at 5° C. for ten minutes after which the cooling bath is removed and the reaction mixture allowed to warm to room temperature. It ... Reactants: BrC(Br)(Br)Br, CCCCC, ClCCl, OCc1cc(COC2CCCCO2)ccc1F, c1ccc(P(c2ccccc2)c2ccccc2)cc1. Product: Fc1ccc(COC2CCCCO2)cc1CBr. As a reaction SMILES: [Br:37][C:38]([Br:39])([Br:40])[Br:41].[CH3:42][CH2:43][CH2:44][CH2:45][CH3:46].[Cl:47][CH2:48][Cl:49].[F:20][c:21]1[c:22]([CH2:35][OH:36])[cH:23][c:24]([CH2:27][O:28][CH:29]2[O:30][CH2:31][CH2:32][CH2:33][CH2:34]2)[cH:25][cH:26]1.[c:1]1([P:2]([c:3]2[cH:4][cH:5][cH:6][cH:7][cH:8]2)[c:9]2[cH:10][cH:11][cH:12][cH:13][cH:14]2)[cH:15][cH:16][cH:17][cH:18][cH:19]1>>[F:20][c:21]1[c:22]([CH2:35][Br:37])[cH:23][c:24]([CH2:27][O:28][CH:29]2[O:30][CH2:31][CH2:32][CH2:33][CH2:34]2)[cH:25][cH:26]1. Reactants: C(=O)(C(F)(F)F)O (TFA), C(C)[SiH](CC)CC (triethylsilane), CN1C[C@@H](C=C2C=3C=CC=C4NC=C(C[C@@H]12)C34)CSC3=NC=CC=C3 ((5β,8β)-9,10-didehydro-6-methyl-8-(2pyridylthiomethyl)ergoline). Conditions: time 8 hour. Product: CN1C[C@@H](C=C2C=3C=CC=C4NC=C(C[C@@H]12)C34)CSC3=NC=CC=C3 ((5β,8β)-9,10-didehydro-6-methyl-8-(2-pyridylthiomethyl)ergoline), CN1C[C@@H](C=C2C=3C=CC=C4NC[C@@H](C[C@@H]12)C34)CSC3=NC=CC=C3 ((3β,5β,8β)-9,10-Didehydro-2,3-dihydro-6-methyl-8-(2-pyridylthiomethyl)ergoline). Yield: 76.0%. As a reaction SMILES: C(O)(C(F)(F)F)=O.C([SiH](CC)CC)C.[CH3:15][N:16]1[C@H:30]2[C:20]([C:21]3[CH:22]=[CH:23][CH:24]=[C:25]4[C:31]=3[C:28]([CH2:29]2)=[CH:27][NH:26]4)=[CH:19][C@@H:18]([CH2:32][S:33][C:34]2[CH:39]=[CH:38][CH:37]=[CH:36][N:35]=2)[CH2:17]1>>[CH3:15][N:16]1[C@H:30]2[C:20]([C:21]3[CH:22]=[CH:23][CH:24]=[C:25]4[C:31]=3[C:28]([CH2:29]2)=[CH:27][NH:26]4)=[CH:19][C@@H:18]([CH2:32][S:33][C:34]2[CH:39]=[CH:38][CH:37]=[CH:36][N:35]=2)[CH2:17]1.[CH3:15][N:16]1[C@H:30]2[C:20]([C:21]3[CH:22]=[CH:23][CH:24]=[C:25]4[C:31]=3[C@H:28]([CH2:29]2)[CH2:27][NH:26]4)=[CH:19][C@@H:18]([CH2:32][S:33][C:34]2[CH:39]=[CH:38][CH:37]=[CH:36][N:35]=2)[CH2:17]1. Procedure: (5β,8β)-9,10-didehydro-6-methyl-8-(2-pyridylthiomethyl)ergoline was prepared as described by Stutz et al., J. Med. Chem 1978, 21, 754. Following procedures essentially as described in Example 1, a mixture of 12 ml of TFA, 2.9 g (25.0 mmol) of triethylsilane and 2.23 g (6.4 mmol) (5β,8β)-9,10-didehydro-6-methyl-8-(2pyridylthiomethyl)ergoline was stirred overnight and gave 0.85 g of the title compound (38%) following HPLC (5% methanol/chloroform/0.5% ammonium hydroxide) and recrystallization from ...